From a dataset of the Open Reaction Database (ORD), a public repository of structured organic reaction records. describe an organic reaction: reactants, conditions, products, and yield The reactants are COc1ccc(Oc2cccc(-c3cccc4nc(Nc5ccc(OCCN6CCCC6)cc5)nn34)c2)cc1, ClCCl, [Na+], O=C(O)C(F)(F)F, O=C([O-])O. Product: Oc1cccc(-c2cccc3nc(Nc4ccc(OCCN5CCCC5)cc4)nn23)c1. RXN SMILES: [CH3:1][O:2][c:3]1[cH:4][cH:5][c:6]([O:7][c:8]2[cH:9][c:10](-[c:14]3[cH:15][cH:16][cH:17][c:18]4[n:19]3[n:20][c:21]([NH:23][c:24]3[cH:25][cH:26][c:27]([O:30][CH2:31][CH2:32][N:33]5[CH2:34][CH2:35][CH2:36][CH2:37]5)[cH:28][cH:29]3)[n:22]4)[cH:11][cH:12][cH:13]2)[cH:38][cH:39]1.[Cl:52][CH2:53][Cl:54].[Na+:47].[OH:40][C:41]([C:42]([F:43])([F:44])[F:45])=[O:46].[OH:48][C:49](=[O:50])[O-:51]>>[OH:7][c:8]1[cH:9][c:10](-[c:14]2[cH:15][cH:16][cH:17][c:18]3[n:19]2[n:20][c:21]([NH:23][c:24]2[cH:25][cH:26][c:27]([O:30][CH2:31][CH2:32][N:33]4[CH2:34][CH2:35][CH2:36][CH2:37]4)[cH:28][cH:29]2)[n:22]3)[cH:11][cH:12][cH:13]1. RXN SMILES: [CH3:1][c:2]1[cH:3][cH:4][c:5]([CH2:8][C:9](=[O:10])[O:11][C:12]([CH3:13])([CH3:14])[CH3:15])[cH:6][cH:7]1.[CH:16]1([Br:21])[CH2:17][CH2:18][CH2:19][CH2:20]1.[O:22]=[CH:23][N:24]([CH3:25])[CH3:26]>>[CH3:1][c:2]1[cH:3][cH:4][c:5]([CH:8]([C:9](=[O:10])[O:11][C:12]([CH3:13])([CH3:14])[CH3:15])[CH:16]2[CH2:17][CH2:18][CH2:19][CH2:20]2)[cH:6][cH:7]1. Yields the product Cc1ccc(C(C(=O)OC(C)(C)C)C2CCCC2)cc1. Starting materials: Cc1ccc(CC(=O)OC(C)(C)C)cc1, BrC1CCCC1, CN(C)C=O. The reactants are BrC1=CC=CC(=N1)NCC1(CCOCC1)F (6-bromo-N-((4-fluorotetrahydro-2H-pyran-4-yl)methyl)pyridin-2-amine), ClC=1C(=CC(=NC1)F)B(O)O (5-chloro-2-fluoropyridin-4-ylboronic acid), C(=O)([O-])[O-].[Na+].[Na+] (Na2CO3). Reagents/catalysts: C1=CC=C(C=C1)P([C-]2C=CC=C2)C3=CC=CC=C3.C1=CC=C(C=C1)P([C-]2C=CC=C2)C3=CC=CC=C3.Cl[Pd]Cl.[Fe+2].C(Cl)Cl (PdCl2(dppf) CH2Cl2). The solvent is COCCOC (DME), CCOC(=O)C (EtOAc), C(=O)(O)[O-].[Na+] (NaHCO3). Run at temperature 100 celsius, time 18 minute. Yields the product ClC=1C(=CC(=NC1)F)C1=NC(=CC=C1)NCC1(CCOCC1)F (5′-chloro-2′-fluoro-N-((4-fluorotetrahydro-2H-pyran-4-yl)methyl)-2,4′-bipyridin-6-amine). As a reaction SMILES: Br[C:2]1[N:7]=[C:6]([NH:8][CH2:9][C:10]2([F:16])[CH2:15][CH2:14][O:13][CH2:12][CH2:11]2)[CH:5]=[CH:4][CH:3]=1.[Cl:17][C:18]1[C:19](B(O)O)=[CH:20][C:21]([F:24])=[N:22][CH:23]=1.C([O-])([O-])=O.[Na+].[Na+]>COCCOC.CCOC(C)=O.C([O-])(O)=O.[Na+].C1C=CC(P(C2C=CC=CC=2)[C-]2C=CC=C2)=CC=1.C1C=CC(P(C2C=CC=CC=2)[C-]2C=CC=C2)=CC=1.Cl[Pd]Cl.[Fe+2].C(Cl)Cl>[Cl:17][C:18]1[C:19]([C:2]2[CH:3]=[CH:4][CH:5]=[C:6]([NH:8][CH2:9][C:10]3([F:16])[CH2:15][CH2:14][O:13][CH2:12][CH2:11]3)[N:7]=2)=[CH:20][C:21]([F:24])=[N:22][CH:23]=1 |f:2.3.4,7.8,9.10.11.12.13|. Reported procedure: A mixture of 6-bromo-N-((4-fluorotetrahydro-2H-pyran-4-yl)methyl)pyridin-2-amine (1 g, 3.46 mmol), 5-chloro-2-fluoropyridin-4-ylboronic acid (1.092 g, 6.23 mmol), PdCl2(dppf)-CH2Cl2 adduct (0.282 g, 0.346 mmol) in DME (13 mL) and 2M aqueous Na2CO3 (5.19 mL, 10.38 mmol) in a sealed tube was heated at 100° C. for 2 hr. The mixture was cooled to ambient temperature and was diluted with EtOAc (˜50 mL) and saturated aqueous NaHCO3. The separated organic layer was washed with saturated aqueous NaHCO3 ... The reactants are Cc1cc(C)cc(-c2[nH]c3ccc(C(C)(C)C(=O)N4C5CCC4CC5)cc3c2C(C)CNC(=O)OC(C)(C)C)c1, COc1ccccc1, O=C(O)C(F)(F)F. Yields the product Cc1cc(C)cc(-c2[nH]c3ccc(C(C)(C)C(=O)N4C5CCC4CC5)cc3c2C(C)CN)c1. Reaction SMILES: [C:16]([O:17][C:18](=[O:19])[NH:22][CH2:23][CH:24]([CH3:25])[c:26]1[c:27](-[c:47]2[cH:48][c:49]([CH3:54])[cH:50][c:51]([CH3:53])[cH:52]2)[nH:28][c:29]2[cH:30][cH:31][c:32]([C:35]([C:36](=[O:37])[N:38]3[CH:39]4[CH2:40][CH2:41][CH:42]3[CH2:43][CH2:44]4)([CH3:45])[CH3:46])[cH:33][c:34]12)([CH3:20])([CH3:21])[CH3:55].[CH3:1][O:2][c:3]1[cH:4][cH:5][cH:6][cH:7][cH:8]1.[OH:9][C:10]([C:11]([F:12])([F:13])[F:14])=[O:15]>>[NH2:22][CH2:23][CH:24]([CH3:25])[c:26]1[c:27](-[c:47]2[cH:48][c:49]([CH3:54])[cH:50][c:51]([CH3:53])[cH:52]2)[nH:28][c:29]2[cH:30][cH:31][c:32]([C:35]([C:36](=[O:37])[N:38]3[CH:39]4[CH2:40][CH2:41][CH:42]3[CH2:43][CH2:44]4)([CH3:45])[CH3:46])[cH:33][c:34]12.